Dataset: the Open Reaction Database (ORD), a public repository of structured organic reaction records. Task: describe an organic reaction: reactants, conditions, products, and yield Product: O.Cl.C(#N)C(C1=CC(=C(C=C1)OC)OC)N1CCN(CC1)CC(=O)N1CCCC1 (N-(α-cyano-3,4-dimethoxybenzyl)-N'-pyrrolidinocarbonylmethylpiperazine hydrochloride monohydrate). Reported procedure: To 17.7 g. of N-(α-cyano-3,4-dimethoxybenzyl)piperazine was added 60 ml. of benzene and then 5.3 g. of pyridine. To the resulting solution was added dropwise 7.9 g. of pyrrolidylcarbonylmethyl chloride dissolved in 20 ml. of benzene over a period of about 10 minutes with stirring at room temperature. After dropping, the temperature was raised slowly and the mixture to separate benzene layer which was washed with water and dried over sodium sulfate. The solvent was distilled off to give 15 g. of ... Starting materials: C(#N)C(C1=CC(=C(C=C1)OC)OC)N1CCNCC1 (N-(α-cyano-3,4-dimethoxybenzyl)piperazine), resultant solution, C(#N)C(C1=CC(=C(C=C1)OC)OC)N1CCN(CC1)CC(=O)N1CCCC1 (N-(α-cyano-3,4-dimethoxybenzyl)-N'-pyrrolidinocarbonylmethylpiperazine), N1=CC=CC=C1 (pyridine), N1(CCCC1)C(=O)CCl (pyrrolidylcarbonylmethyl chloride). The solvent is C1=CC=CC=C1 (benzene), C1=CC=CC=C1 (benzene), C1=CC=CC=C1 (benzene). RXN SMILES: C(C(N1CCNCC1)C1C=CC([O:10]C)=C(OC)C=1)#N.N1C=CC=CC=1.N1(C(C[Cl:34])=O)CCCC1.[C:35]([CH:37]([N:48]1[CH2:53][CH2:52][N:51]([CH2:54][C:55]([N:57]2[CH2:61][CH2:60][CH2:59][CH2:58]2)=[O:56])[CH2:50][CH2:49]1)[C:38]1[CH:43]=[CH:42][C:41]([O:44][CH3:45])=[C:40]([O:46][CH3:47])[CH:39]=1)#[N:36]>C1C=CC=CC=1>[OH2:10].[ClH:34].[C:35]([CH:37]([N:48]1[CH2:49][CH2:50][N:51]([CH2:54][C:55]([N:57]2[CH2:58][CH2:59][CH2:60][CH2:61]2)=[O:56])[CH2:52][CH2:53]1)[C:38]1[CH:43]=[CH:42][C:41]([O:44][CH3:45])=[C:40]([O:46][CH3:47])[CH:39]=1)#[N:36] |f:5.6.7|. Reactants: C(C)OC(CBr)=O (ethylbromoacetate), C(CC)C1CC(N(C1)CC=1N=CN(C1)C(C1=CC=CC=C1)(C1=CC=CC=C1)C1=CC=CC=C1)=O (4-propyl-1-[(1-trityl-1H-imidazol-4-yl)methyl]pyrrolidin-2-one), C(C)OC(CBr)=O (ethylbromoacetate). Run in C(C)#N (acetonitrile). Conditions: temperature 40 celsius, time 3 hour. Yields the product O=C1N(CC(C1)CCC)CC1=CN=CN1CC(=O)OCC (ethyl {5-[(2-oxo-4-propylpyrrolidin-1-yl)methyl]-1H-imidazol-1-yl}acetate). The yield is 28.4%. RXN SMILES: [CH2:1]([O:3][C:4](=[O:7])[CH2:5]Br)[CH3:2].[CH2:8]([CH:11]1[CH2:15][N:14]([CH2:16][C:17]2[N:18]=[CH:19][N:20](C(C3C=CC=CC=3)(C3C=CC=CC=3)C3C=CC=CC=3)[CH:21]=2)[C:13](=[O:41])[CH2:12]1)[CH2:9][CH3:10]>C(#N)C>[O:41]=[C:13]1[CH2:12][CH:11]([CH2:8][CH2:9][CH3:10])[CH2:15][N:14]1[CH2:16][C:17]1[N:18]([CH2:5][C:4]([O:3][CH2:1][CH3:2])=[O:7])[CH:19]=[N:20][CH:21]=1. Reported procedure: In a 50 ml, three-necked flask fitted with a magnetic stirrer under inert atmosphere, ethylbromoacetate (560 μl, 4.95 mmol) is added to a solution of 4-propyl-1-[(1-trityl-1H-imidazol-4-yl)methyl]pyrrolidin-2-one x45 (1.5 g, 3.3 mmol) in 10 ml of acetonitrile. The mixture is stirred at 40° C. for 3 h, 1.65 mmol of ethylbromoacetate is added and stirring is pursued for 48 h at room temperature. The mixture is concentrated in vacuo, 20 ml of a 1/1 mixture of acetic acid and water is added and the ...